Dataset: the Open Reaction Database (ORD), a public repository of structured organic reaction records. Task: describe an organic reaction: reactants, conditions, products, and yield The product is O=S(=O)(O)CCc1cccnc1. Starting materials: ClCCc1cccnc1, [Na+], [Na+], O, O=S([O-])[O-]. RXN SMILES: [Cl:7][CH2:8][CH2:9][c:10]1[cH:11][n:12][cH:13][cH:14][cH:15]1.[Na+:5].[Na+:6].[OH2:16].[S:1](=[O:2])([O-:3])[O-:4]>>[S:1](=[O:2])(=[O:3])([OH:4])[CH2:8][CH2:9][c:10]1[cH:11][n:12][cH:13][cH:14][cH:15]1. The reactants are BrC=1C=2N(N=C(C1)Cl)C(=CN2)C(=O)NC2=C(C=NC=C2)F (8-bromo-6-chloro-N-(3-fluoropyridin-4-yl)imidazo[1,2-b]pyridazine-3-carboxamide), C(C)N (ethanamine), CCN(C(C)C)C(C)C (DIEA). Run in CN1CCCC1=O (NMP). Run at temperature 80 celsius. Yields the product ClC=1C=C(C=2N(N1)C(=CN2)C(=O)NC2=C(C=NC=C2)F)NCC (6-chloro-8-(ethylamino)-N-(3-fluoropyridin-4-yl)imidazo[1,2-b]pyridazine-3-carboxamide). The yield is 76.6%. As a reaction SMILES: Br[C:2]1[C:3]2[N:4]([C:9]([C:12]([NH:14][C:15]3[CH:20]=[CH:19][N:18]=[CH:17][C:16]=3[F:21])=[O:13])=[CH:10][N:11]=2)[N:5]=[C:6]([Cl:8])[CH:7]=1.[CH2:22]([NH2:24])[CH3:23].CCN(C(C)C)C(C)C>CN1C(=O)CCC1>[Cl:8][C:6]1[CH:7]=[C:2]([NH:24][CH2:22][CH3:23])[C:3]2[N:4]([C:9]([C:12]([NH:14][C:15]3[CH:20]=[CH:19][N:18]=[CH:17][C:16]=3[F:21])=[O:13])=[CH:10][N:11]=2)[N:5]=1. Reported procedure: A suspension of 5A (80 mg, 0.245 mmol), ethanamine (0.6 mL, 1.200 mmol, 2 M/THF) and DIEA (0.086 mL, 0.491 mmol) in NMP (0.7 mL) was heated at 80° C. for 5 h. The reaction mixture was cooled to room temperature and the solid was collected by filtration and washed with a small amount of DCM to give 6-chloro-8-(ethylamino)-N-(3-fluoropyridin-4-yl)imidazo[1,2-b]pyridazine-3-carboxamide as a yellow solid 62.8 mg. HPLC Rt=2.517 minutes (Chromolith SpeedROD 4.6×50 mm, 10-90% aqueous methanol containin...